describe an organic reaction: reactants, conditions, products, and yield From a dataset of the Open Reaction Database (ORD), a public repository of structured organic reaction records. Starting materials: Cl.Cl.N[C@H]1CN(CC1)CC(C1=CC(=CC=C1)OC(F)(F)F)C1(CCCCC1)O (1-{2-[(3R)-3-aminopyrrolidin-1-yl]-1-[3-(trifluoromethoxy)phenyl]ethyl}cyclohexanol dihydrochloride), C(C)(C)(C)OC(N[C@H]1CN(CC1)C(C(C1=CC(=CC=C1)OC(F)(F)F)C1(CCCCC1)O)=O)=O (tert-butyl((3R)-1-{(1-hydroxycyclohexyl)[3-(trifluoromethoxy)phenyl]acetyl}pyrrolidin-3-yl)carbamate). Yields the product Cl.Cl.N[C@H]1CN(CC1)C1C(CCCC1)(O)C(C)C1=CC(=CC=C1)OC(F)(F)F (2-[(3R)-3-aminopyrrolidin-1-yl]-1-[3-(trifluoromethoxy)phenyl]ethylcyclohexanol dihydrochloride). Reaction SMILES: [ClH:1].Cl.N[C@@H]1CCN([CH2:9][CH:10]([C:22]2([OH:28])[CH2:27][CH2:26][CH2:25][CH2:24][CH2:23]2)[C:11]2[CH:16]=[CH:15][CH:14]=[C:13]([O:17][C:18]([F:21])([F:20])[F:19])[CH:12]=2)C1.C(OC(=O)[NH:35][C@@H:36]1[CH2:40][CH2:39][N:38](C(=O)C(C2(O)CCCCC2)C2C=CC=C(OC(F)(F)F)C=2)[CH2:37]1)(C)(C)C>>[ClH:1].[ClH:1].[NH2:35][C@@H:36]1[CH2:40][CH2:39][N:38]([CH:23]2[CH2:24][CH2:25][CH2:26][CH2:27][C:22]2([CH:10]([C:11]2[CH:16]=[CH:15][CH:14]=[C:13]([O:17][C:18]([F:21])([F:20])[F:19])[CH:12]=2)[CH3:9])[OH:28])[CH2:37]1 |f:0.1.2,4.5.6|. Procedure: In an analogous manner to Example 1, step 2, 1-{2-[(3R)-3-aminopyrrolidin-1-yl]-1-[3-(trifluoromethoxy)phenyl]ethyl}cyclohexanol dihydrochloride was prepared from tert-butyl((3R)-1-{(1-hydroxycyclohexyl)[3-(trifluoromethoxy)phenyl]acetyl}pyrrolidin-3-yl)carbamate. MS (ESI) m/z 373; HRMS: calcd for C19H27F3N2O2+H+, 373.20974; found (ESI, [M+H]+), 373.2097. The reactants are O (H2O), Cl (HCl), [H-].[Na+] (NaH), ethoxycarbonylmethylen-diethylphosphonate, COC1=CC2=C(C(C3=C1SC=C3)=O)C=CC=C2 (10-methoxy-4H-benzo[4,5]cyclohepta[1,2-b]thiophen-4-one), C(C)OC(C)=O (ethylacetate). Run in CN(C=O)C (dimethylformamide), CS(=O)C (dimethylsulfoxide). Conditions: time 30 minute. The product is C(C)OC(C=C1C2=C(C=C(C=3SC=CC31)OC)C=CC=C2)=O ([10-Methoxy-4H-benzo[4,5]cyclohepta[1,2-b]thiophen-4-ylidene]-acetic acid ethyl ester). Reaction SMILES: [H-].[Na+].[CH3:3][O:4][C:5]1[C:11]2[S:12][CH:13]=[CH:14][C:10]=2[C:9](=O)[C:8]2[CH:16]=[CH:17][CH:18]=[CH:19][C:7]=2[CH:6]=1.O.Cl.[CH2:22]([O:24][C:25](=[O:27])[CH3:26])[CH3:23]>CS(C)=O.CN(C)C=O>[CH2:22]([O:24][C:25](=[O:27])[CH:26]=[C:9]1[C:10]2[CH:14]=[CH:13][S:12][C:11]=2[C:5]([O:4][CH3:3])=[CH:6][C:7]2[CH:19]=[CH:18][CH:17]=[CH:16][C:8]1=2)[CH3:23] |f:0.1|. Procedure details: 21.6 g pre-dried NaH are suspended in 0.9 l dimethylsulfoxide and 200 g ethoxycarbonylmethylen-diethylphosphonate [(C2H5O)2POCH2COOC2H5 ] are added drop-wise over ca. 1 hour, the temperature being maintained at ca. 25°-30° C. by light cooling. The obtained mixture is then stirred for 30 minutes at room temperature and 121 g 10-methoxy-4H-benzo[4,5]cyclohepta[1,2-b]thiophen-4-one dissolved with warming in 0.9 l dimethylformamide are then added in a single portion. The obtained reaction mixture is...